This data is from the Open Reaction Database (ORD), a public repository of structured organic reaction records. The task is: describe an organic reaction: reactants, conditions, products, and yield The reactants are ClC1=C(C=C(C=C1)NC=1SC=CN1)O (2-chloro-5-(thiazol-2-ylamino)phenol), C(=O)([O-])[O-].[Cs+].[Cs+] (Cs2CO3), O1C(=CC=C1)CBr (2-furylbromomethane), CCOCC (ether). The solvent is CC(=O)C (acetone). Product: ClC1=C(C=C(C=C1)NC=1SC=CN1)OCC1=COC=C1 (N-(4-Chloro-3-(furan-3-ylmethoxy)phenyl)thiazol-2-amine). Yield: 62.0%. As a reaction SMILES: [Cl:1][C:2]1[CH:7]=[CH:6][C:5]([NH:8][C:9]2[S:10][CH:11]=[CH:12][N:13]=2)=[CH:4][C:3]=1[OH:14].[C:15]([O-])([O-])=O.[Cs+].[Cs+].[O:21]1[CH:25]=[CH:24][CH:23]=[C:22]1CBr.CCOCC>CC(C)=O>[Cl:1][C:2]1[CH:7]=[CH:6][C:5]([NH:8][C:9]2[S:10][CH:11]=[CH:12][N:13]=2)=[CH:4][C:3]=1[O:14][CH2:15][C:23]1[CH:24]=[CH:25][O:21][CH:22]=1 |f:1.2.3|. Procedure details: Following the general procedure for O-alkylation, Method B, a mixture 2-chloro-5-(thiazol-2-ylamino)phenol (100 mg, 0.44 mmol) and Cs2CO3 (147 mg, 0.44 mmol) in acetone (4.4 mL) was treated with a freshly prepeared solution of 2-furylbromomethane in ether (125 mg, 0.48 mmol) at 0°. After 30 min the reaction was heated to RT. Reaction control by TLC showed full conversion after 5 h. The title compound was obtained after purification by flash chromatography on silica gel (hexane:EtOAc 3/1) in 62% ... Reaction conditions: temperature -10 celsius, time 10 minute. Product: BrCCC=1C(=C(C#N)C=CC1F)Cl (3-(2-bromoethyl)-2-chloro-4-fluorobenzonitrile). Reactants: C1(=CC=CC=C1)P(C1=CC=CC=C1)C1=CC=CC=C1 (triphenylphosphine), BrBr (bromine), ClC1=C(C#N)C=CC(=C1CCO)F (2-chloro-4-fluoro-3-(2-hydroxyethyl)benzonitrile). Isolated yield 96.0%. Reaction SMILES: C1(P(C2C=CC=CC=2)C2C=CC=CC=2)C=CC=CC=1.[Br:20]Br.[Cl:22][C:23]1[C:30]([CH2:31][CH2:32]O)=[C:29]([F:34])[CH:28]=[CH:27][C:24]=1[C:25]#[N:26]>C(Cl)Cl.CCCCCC>[Br:20][CH2:32][CH2:31][C:30]1[C:23]([Cl:22])=[C:24]([CH:27]=[CH:28][C:29]=1[F:34])[C:25]#[N:26]. Procedure details: To a 25 mL round bottomed flask equipped with a magnetic stirrer was added triphenylphosphine (1.57 g, 6 mmol) and methylene chloride (8 mL). Upon cooling the mixture to −10° C., bromine (0.28 mL, 5.5 mmol) was added dropwise. After 10 min, 2-chloro-4-fluoro-3-(2-hydroxyethyl)benzonitrile (1 g, 5 mmol) in methylene chloride (6 mL) was added and stirring was continued for 20 min while the internal reaction temperature was allowed to warm to 15° C. The mixture was then diluted with hexane (30 mL) ... The solvent is CCCCCC (hexane), C(Cl)Cl (methylene chloride), C(Cl)Cl (methylene chloride).